From a dataset of the Open Reaction Database (ORD), a public repository of structured organic reaction records. describe an organic reaction: reactants, conditions, products, and yield The reactants are C1CCOC1, COC=C(C)c1sc(-c2ccc(C(F)(F)F)cc2)nc1C, CCOC(C)=O, Cl. The product is Cc1nc(-c2ccc(C(F)(F)F)cc2)sc1C(C)C=O. RXN SMILES: [CH2:23]1[O:24][CH2:25][CH2:26][CH2:27]1.[CH3:1][O:2][CH:3]=[C:4]([CH3:5])[c:6]1[c:7]([CH3:21])[n:8][c:9](-[c:11]2[cH:12][cH:13][c:14]([C:17]([F:18])([F:19])[F:20])[cH:15][cH:16]2)[s:10]1.[CH3:28][CH2:29][O:30][C:31](=[O:32])[CH3:33].[ClH:22]>>[O:2]=[CH:3][CH:4]([CH3:5])[c:6]1[c:7]([CH3:21])[n:8][c:9](-[c:11]2[cH:12][cH:13][c:14]([C:17]([F:18])([F:19])[F:20])[cH:15][cH:16]2)[s:10]1.